The task is: describe an organic reaction: reactants, conditions, products, and yield. This data is from the Open Reaction Database (ORD), a public repository of structured organic reaction records. Starting materials: ClC1=C(C(=O)Cl)C=CC=C1 (o-chlorobenzoyl chloride), NC1=C(C(=O)NO)C=CC=C1 (o-aminobenzhydroxamic acid). The solvent is O1CCOCC1 (dioxane). Product: ClC1=C(C=CC=C1)C1=NC2=CC=CC=C2C(N1O)=O (2-(2-chlorophenyl)-3-hydroxy-3,4-dihydro-4-oxo-quinazoline). Yield: 51.7%. RXN SMILES: [Cl:1][C:2]1[CH:10]=[CH:9][CH:8]=[CH:7][C:3]=1[C:4](Cl)=O.[NH2:11][C:12]1[CH:21]=[CH:20][CH:19]=[CH:18][C:13]=1[C:14]([NH:16][OH:17])=[O:15]>O1CCOCC1>[Cl:1][C:2]1[CH:10]=[CH:9][CH:8]=[CH:7][C:3]=1[C:4]1[N:16]([OH:17])[C:14](=[O:15])[C:13]2[C:12](=[CH:21][CH:20]=[CH:19][CH:18]=2)[N:11]=1. Procedure details: 35 g (0.2 mol) of o-chlorobenzoyl chloride are added to a solution of 30.4 g (0.2 mol) of o-aminobenzhydroxamic acid in 250 ml of dioxane at 20°-30° C. The mixture is boiled under reflux for 3 hours, the solvent is then distilled in vacuo, 100 ml of ether are added to the residue, and the crystalline product is filtered off under suction. It is dissolved in 300 ml of 5% strength sodium hydroxide solution, the solution is filtered and the filtrate is acidified with concentrated hydrochloric acid.... The reactants are O=C(Nc1ccccc1)Nc1ccc(-c2nn(CC(F)(F)F)cc2Br)cc1, O=C([O-])O, CN(C)C=O, CC1(C)OB(c2ccnc3[nH]ccc23)OC1(C)C, [Na+], c1ccc(P(c2ccccc2)(c2ccccc2)[Pd](P(c2ccccc2)(c2ccccc2)c2ccccc2)(P(c2ccccc2)(c2ccccc2)c2ccccc2)P(c2ccccc2)(c2ccccc2)c2ccccc2)cc1. Product: O=C(Nc1ccccc1)Nc1ccc(-c2nn(CC(F)(F)F)cc2-c2ccnc3[nH]ccc23)cc1. Reaction SMILES: [Br:1][c:2]1[c:3](-[c:12]2[cH:13][cH:14][c:15]([NH:18][C:19](=[O:20])[NH:21][c:22]3[cH:23][cH:24][cH:25][cH:26][cH:27]3)[cH:16][cH:17]2)[n:4][n:5]([CH2:7][C:8]([F:9])([F:10])[F:11])[cH:6]1.[C:46](=[O:47])([OH:48])[O-:49].[CH3:128][N:129]([CH3:130])[CH:131]=[O:132].[CH3:28][C:29]1([CH3:30])[C:31]([CH3:32])([CH3:33])[O:34][B:35]([c:36]2[c:37]3[c:38]([n:39][cH:40][cH:41]2)[nH:42][cH:43][cH:44]3)[O:45]1.[Na+:50].[cH:51]1[cH:52][cH:53][c:54]([P:55]([Pd:56]([P:57]([c:58]2[cH:59][cH:60][cH:61][cH:62][cH:63]2)([c:64]2[cH:65][cH:66][cH:67][cH:68][cH:69]2)[c:70]2[cH:71][cH:72][cH:73][cH:74][cH:75]2)([P:76]([c:77]2[cH:78][cH:79][cH:80][cH:81][cH:82]2)([c:83]2[cH:84][cH:85][cH:86][cH:87][cH:88]2)[c:89]2[cH:90][cH:91][cH:92][cH:93][cH:94]2)[P:95]([c:96]2[cH:97][cH:98][cH:99][cH:100][cH:101]2)([c:102]2[cH:103][cH:104][cH:105][cH:106][cH:107]2)[c:108]2[cH:109][cH:110][cH:111][cH:112][cH:113]2)([c:114]2[cH:115][cH:116][cH:117][cH:118][cH:119]2)[c:120]2[cH:121][cH:122][cH:123][cH:124][cH:125]2)[cH:126][cH:127]1>>[c:2]1(-[c:36]2[c:37]3[c:38]([n:39][cH:40][cH:41]2)[nH:42][cH:43][cH:44]3)[c:3](-[c:12]2[cH:13][cH:14][c:15]([NH:18][C:19](=[O:20])[NH:21][c:22]3[cH:23][cH:24][cH:25][cH:26][cH:27]3)[cH:16][cH:17]2)[n:4][n:5]([CH2:7][C:8]([F:9])([F:10])[F:11])[cH:6]1. The reactants are compound 27, ClC=1N=C(NC1C=1C=C(C(=O)O)C=CC1C)CO (3-(4-chloro-2-(hydroxymethyl)-1H-imidazol-5-yl)-4-methylbenzoic acid), ClC=1N=C(NC1C=1C=C(C(=O)O)C=CC1C)CO (3-(4-chloro-2-(hydroxymethyl)-1H-imidazol-5-yl)-4-methylbenzoic acid), ClC=1N=C(NC1C=1C=C(C(=O)O)C=CC1C)COC (3-(4-chloro-2-(methoxymethyl)-1H-imidazol-5-yl)-4-methylbenzoic acid), Cl.N1CCC(CC1)C1=CC=C(C#N)C=C1 (4-(piperidin-4-yl)benzonitrile hydrochloride), Cl.N1CC(C1)C1=CC=C(C#N)C=C1 (4-(azetidin-3-yl)benzonitrile hydrochloride), Cl.N1CC(C1)C1=CC=C(C#N)C=C1 (4-(azetidin-3-yl)benzonitrile hydrochloride). Yields the product ClC=1N=C(NC1C=1C=C(C(=O)N2CC(C2)C2=CC=C(C#N)C=C2)C=CC1C)CO (4-(1-(3-(4-Chloro-2-(hydroxymethyl)-1H-imidazol-5-yl)-4-methylbenzoyl)azetidin-3-yl)benzonitrile). RXN SMILES: [Cl:1][C:2]1[N:3]=[C:4]([CH2:17][OH:18])[NH:5][C:6]=1[C:7]1[CH:8]=[C:9]([CH:13]=[CH:14][C:15]=1[CH3:16])[C:10]([OH:12])=O.ClC1N=C(COC)NC=1C1C=C(C=CC=1C)C(O)=O.Cl.[NH:39]1[CH2:42][CH:41]([C:43]2[CH:50]=[CH:49][C:46]([C:47]#[N:48])=[CH:45][CH:44]=2)[CH2:40]1.Cl.N1CCC(C2C=CC(C#N)=CC=2)CC1>>[Cl:1][C:2]1[N:3]=[C:4]([CH2:17][OH:18])[NH:5][C:6]=1[C:7]1[CH:8]=[C:9]([CH:13]=[CH:14][C:15]=1[CH3:16])[C:10]([N:39]1[CH2:42][CH:41]([C:43]2[CH:50]=[CH:49][C:46]([C:47]#[N:48])=[CH:45][CH:44]=2)[CH2:40]1)=[O:12] |f:2.3,4.5|. Procedure: The title compound was prepared using standard chemical manipulations and procedures similar to those used for the preparation of compound 27, except 3-(4-chloro-2-(hydroxymethyl)-1H-imidazol-5-yl)-4-methylbenzoic acid (compound 28.1) was used in place of 3-(4-chloro-2-(methoxymethyl)-1H-imidazol-5-yl)-4-methylbenzoic acid (compound 27.5) and 4-(azetidin-3-yl)benzonitrile hydrochloride (compound 5.2) was used in place of 4-(piperidin-4-yl)benzonitrile hydrochloride (compound 1.2). m/z (ES+) 407 ... The reactants are C1CCOC1, CCCCCCCCC(C)Oc1ccc(-c2ccc(C(=O)OC)cc2)cc1[N+](=O)[O-], CO, Cl, [Li+], [OH-], O, O. Yields the product CCCCCCCCC(C)Oc1ccc(-c2ccc(C(=O)O)cc2)cc1[N+](=O)[O-]. RXN SMILES: [CH2:36]1[O:37][CH2:38][CH2:39][CH2:40]1.[CH3:1][O:2][C:3](=[O:4])[c:5]1[cH:6][cH:7][c:8](-[c:11]2[cH:12][c:13]([N+:28](=[O:29])[O-:30])[c:14]([O:17][CH:18]([CH2:19][CH2:20][CH2:21][CH2:22][CH2:23][CH2:24][CH2:25][CH3:26])[CH3:27])[cH:15][cH:16]2)[cH:9][cH:10]1.[CH3:41][OH:42].[ClH:35].[Li+:34].[OH-:33].[OH2:31].[OH2:32]>>[O:2]=[C:3]([OH:4])[c:5]1[cH:6][cH:7][c:8](-[c:11]2[cH:12][c:13]([N+:28](=[O:29])[O-:30])[c:14]([O:17][CH:18]([CH2:19][CH2:20][CH2:21][CH2:22][CH2:23][CH2:24][CH2:25][CH3:26])[CH3:27])[cH:15][cH:16]2)[cH:9][cH:10]1. The reactants are CCOC(C)(OCC)OCC, Cc1ccc(S(=O)(=O)O)cc1, COCCOCCOC, CCO, OCC(CO)(CO)CO. Yields the product CC12OCC(CO)(CO1)CO2. As a reaction SMILES: [C:1]([CH3:2])([O:3][CH2:4][CH3:8])([O:6][CH2:7][CH3:5])[O:9][CH2:10][CH3:11].[CH3:21][c:22]1[cH:23][cH:24][c:25]([S:26]([OH:27])(=[O:28])=[O:29])[cH:30][cH:31]1.[CH3:32][O:33][CH2:34][CH2:35][O:36][CH2:37][CH2:38][O:39][CH3:40].[CH3:41][CH2:42][OH:43].[OH:12][CH2:13][C:14]([CH2:15][OH:16])([CH2:17][OH:18])[CH2:19][OH:20]>>[C:1]12([CH3:2])[O:3][CH2:4][C:11]([CH2:13][OH:12])([CH2:7][O:6]1)[CH2:10][O:9]2. Reactants: O1C(CP(OCC)(OCC)=O)C1 (diethyl 2,3-epoxypropylphosphonate), N1N=CN=C1 (1,2,4-triazole), C([O-])([O-])=O.[K+].[K+] (potassium carbonate). Run in C(C)C(=O)C (methyl ethyl ketone). The product is OC(CP(OCC)(OCC)=O)CN1N=CN=C1 (diethyl 2-hydroxy-3(1,2,4-triazol-1-yl)propylphosphonate). Isolated yield 38.0%. Reaction SMILES: [O:1]1[CH2:12][CH:2]1[CH2:3][P:4](=[O:11])([O:8][CH2:9][CH3:10])[O:5][CH2:6][CH3:7].[NH:13]1[CH:17]=[N:16][CH:15]=[N:14]1.C(=O)([O-])[O-].[K+].[K+]>C(C(C)=O)C>[OH:1][CH:2]([CH2:12][N:13]1[CH:17]=[N:16][CH:15]=[N:14]1)[CH2:3][P:4](=[O:11])([O:8][CH2:9][CH3:10])[O:5][CH2:6][CH3:7] |f:2.3.4|. Procedure: A mixture of diethyl 2,3-epoxypropylphosphonate (14.55 g), 1,2,4-triazole (5.18 g), potassium carbonate (10.35 g) and methyl ethyl ketone (220 ml) was heated under reflux for four hours. The supernatant liquid was decanted from a sticky residue and evaporated under reduced pressure. The crude product was purified by preparative high performance liquid chromatography (using a Waters LC 500 apparatus, silica as solid phase, and ethanol: ether in the proportion of 1:2 by volume as the liquid phase)...